From a dataset of the Open Reaction Database (ORD), a public repository of structured organic reaction records. describe an organic reaction: reactants, conditions, products, and yield Starting materials: amide, 2.0, C(C)N (ethylamine), OC=1C(=C2CCC(OC2=C(C1C)C)(C(=O)O)C)C (6-hydroxy-2,5,7,8-tetramethylchroman-2-carboxylic acid), C1=CN(C=N1)C(=O)N2C=CN=C2 (CDI), CO (methanol). Yields the product C(C)NC(=O)C1(OC2=C(C(=C(C(=C2CC1)C)O)C)C)C (N-ethyl-6-hydroxy-2,5,7,8-tetramethylchroman-2-carboxamide). RXN SMILES: [OH:1][C:2]1[C:3]([CH3:18])=[C:4]2[C:9](=[C:10]([CH3:13])[C:11]=1[CH3:12])[O:8][C:7]([CH3:17])([C:14]([OH:16])=O)[CH2:6][CH2:5]2.[CH:19]1N=C[N:21](C(N2C=NC=C2)=O)[CH:20]=1.C(N)C.CO>>[CH2:20]([NH:21][C:14]([C:7]1([CH3:17])[CH2:6][CH2:5][C:4]2[C:9](=[C:10]([CH3:13])[C:11]([CH3:12])=[C:2]([OH:1])[C:3]=2[CH3:18])[O:8]1)=[O:16])[CH3:19]. Procedure details: Following the amide coupling procedure described in protocol A, 500 mg 6-hydroxy-2,5,7,8-tetramethylchroman-2-carboxylic acid (2.00 mmol), 356 mg CDI (2.20 mmol) and 1.1 mL of a 2.0 solution of ethylamine in methanol (2.2 mmol) produced 334 mg of as N-ethyl-6-hydroxy-2,5,7,8-tetramethylchroman-2-carboxamide as a white solid. Reactants: [Mg] (magnesium), C[Ge](C)(C)Cl (trimethylgermyl chloride), BrC=1C=C(C=CC1)C1(OCCO1)C (2-(3-bromophenyl)-2-methyl-1,3-dioxolane). Solvent: petroleum ether, O1CCCC1 (tetrahydrofuran). Yields the product C[Ge](C=1C=C(C=CC1)C1(OCCO1)C)(C)C (2-(3-Trimethylgermylphenyl)-2-methyl-1,3-dioxolane). The yield is 103.7%. As a reaction SMILES: [Mg].[CH3:2][Ge:3](Cl)([CH3:5])[CH3:4].Br[C:8]1[CH:9]=[C:10]([C:14]2([CH3:19])[O:18][CH2:17][CH2:16][O:15]2)[CH:11]=[CH:12][CH:13]=1>O1CCCC1>[CH3:2][Ge:3]([CH3:5])([CH3:4])[C:8]1[CH:9]=[C:10]([C:14]2([CH3:19])[O:18][CH2:17][CH2:16][O:15]2)[CH:11]=[CH:12][CH:13]=1. Reported procedure: A mixture of 81 mg (3.33 mmol) of magnesium and 574 mg (3.75 mmol) of trimethylgermyl chloride was stirred at 40°-50° C. in an atmosphere of argon. To the mixture was added a solution of 729 mg (3.00 mmol) of 2-(3-bromophenyl)-2-methyl-1,3-dioxolane in 10 ml of tetrahydrofuran with stirring. The mixture was refluxed for 2.5 hr. and stirred at room temperature overnight. To the reaction mixture was added petroleum ether and the insoluble substance was filtered off. The filtrate was evaporated to ... The reactants are CCO, CCOC(=O)c1cc([N+](=O)[O-])cc(Br)c1Cl, Cl, [Fe]. Yields the product CCOC(=O)c1cc(N)cc(Br)c1Cl. Reaction SMILES: [CH3:18][CH2:19][OH:20].[Cl:1][c:2]1[c:3]([C:4](=[O:5])[O:6][CH2:7][CH3:8])[cH:9][c:10]([N+:14]([O-:15])=[O:16])[cH:11][c:12]1[Br:13].[ClH:17].[Fe:21]>>[Cl:1][c:2]1[c:3]([C:4](=[O:5])[O:6][CH2:7][CH3:8])[cH:9][c:10]([NH2:14])[cH:11][c:12]1[Br:13]. Run at time 6 hour. Reported procedure: To a solution of 1.0 g of crude methyl [2 -(5-{3,3-dihydroxy-4,4,4-trifluorobutyryl}amino-2-chloro-4-fluorophenoxy)phenoxy]acetate and 3 ml of tetrahydrofuran were added 4 ml of acetic acid and 0.87 g of potassium cyanate, and the mixture was stirred at room temperature for 6 hours and then heated at reflux at 120° C. for 2 hours. After cooling, 30 ml of water was added, and the mixture was extracted with ethyl acetate. The organic layer was washed with saturated aqueous sodium bicarbonate solut... Reactants: OC(CC(=O)NC=1C(=CC(=C(OC2=C(OCC(=O)OC)C=CC=C2)C1)Cl)F)(C(F)(F)F)O (methyl [2 -(5-{3,3-dihydroxy-4,4,4-trifluorobutyryl}amino-2-chloro-4-fluorophenoxy)phenoxy]acetate), O1CCCC1 (tetrahydrofuran), C(C)(=O)O (acetic acid), [O-]C#N.[K+] (potassium cyanate). The solvent is O (water). Reaction SMILES: O[C:2](O)([C:28]([F:31])([F:30])[F:29])[CH2:3][C:4]([NH:6][C:7]1[C:8]([F:27])=[CH:9][C:10]([Cl:26])=[C:11]([CH:25]=1)[O:12][C:13]1[CH:24]=[CH:23][CH:22]=[CH:21][C:14]=1[O:15][CH2:16][C:17]([O:19][CH3:20])=[O:18])=[O:5].O1CCCC1.C(O)(=O)C.[O-:42][C:43]#[N:44].[K+]>O>[Cl:26][C:10]1[CH:9]=[C:8]([F:27])[C:7]([N:6]2[C:4](=[O:5])[CH:3]=[C:2]([C:28]([F:31])([F:30])[F:29])[NH:44][C:43]2=[O:42])=[CH:25][C:11]=1[O:12][C:13]1[CH:24]=[CH:23][CH:22]=[CH:21][C:14]=1[O:15][CH2:16][C:17]([O:19][CH3:20])=[O:18] |f:3.4|. The yield is 66.0%. Yields the product ClC1=C(OC2=C(OCC(=O)OC)C=CC=C2)C=C(C(=C1)F)N1C(NC(=CC1=O)C(F)(F)F)=O (methyl [2-{2-chloro-5-[2,6-dioxo-4-(trifluoromethyl)-1,2,3,6-tetrahydropyrimidin-1-yl]-4-fluorophenoxy}phenoxy]acetate). Reactants: COCCCCCCCOc1ccc(-c2nc(-c3ccc(C(=O)OC)cc3)no2)cc1, CCO, [Na+], C1CCOC1, [OH-]. Product: COCCCCCCCOc1ccc(-c2nc(-c3ccc(C(=O)O)cc3)no2)cc1. RXN SMILES: [CH3:1][O:2][CH2:3][CH2:4][CH2:5][CH2:6][CH2:7][CH2:8][CH2:9][O:10][c:11]1[cH:12][cH:13][c:14](-[c:17]2[n:18][c:19](-[c:22]3[cH:23][cH:24][c:25]([C:26](=[O:27])[O:28][CH3:29])[cH:30][cH:31]3)[n:20][o:21]2)[cH:15][cH:16]1.[CH3:34][CH2:35][OH:36].[Na+:33].[O:37]1[CH2:38][CH2:39][CH2:40][CH2:41]1.[OH-:32]>>[CH3:1][O:2][CH2:3][CH2:4][CH2:5][CH2:6][CH2:7][CH2:8][CH2:9][O:10][c:11]1[cH:12][cH:13][c:14](-[c:17]2[n:18][c:19](-[c:22]3[cH:23][cH:24][c:25]([C:26](=[O:27])[OH:28])[cH:30][cH:31]3)[n:20][o:21]2)[cH:15][cH:16]1. Reactants: C([O-])([O-])=O.[Cs+].[Cs+] (Cesium carbonate), CI (methyl iodide), ClC=1C=CC2=C(NC(CCC2=O)=O)C1 (8-Chloro-3,4-dihydro-1H-benzo[b]azepine-2,5-dione). Solvent: C1CCOC1 (THF), CN(C)C=O (DMF). Conditions: time 3 hour. Product: ClC=1C=CC2=C(N(C(CCC2=O)=O)C)C1 (8-Chloro-1-methyl-3,4-dihydro-1H-benzo[b]azepine-2,5-dione). Yield: 44.7%. RXN SMILES: [Cl:1][C:2]1[CH:3]=[CH:4][C:5]2[C:11](=[O:12])[CH2:10][CH2:9][C:8](=[O:13])[NH:7][C:6]=2[CH:14]=1.[C:15](=O)([O-])[O-].[Cs+].[Cs+].CI>C1COCC1.CN(C=O)C>[Cl:1][C:2]1[CH:3]=[CH:4][C:5]2[C:11](=[O:12])[CH2:10][CH2:9][C:8](=[O:13])[N:7]([CH3:15])[C:6]=2[CH:14]=1 |f:1.2.3|. Reported procedure: 8-Chloro-3,4-dihydro-1H-benzo[b]azepine-2,5-dione (iv-j) (0.2 g, 1 mmol) was dissolved in a mixture of THF (10 mL) and DMF (2 mL). Cesium carbonate (0.98 g, 3 mmol) and methyl iodide (0.069 mL, 1.1 mmol) were added and the reaction mixture was stirred at room temperature for 3 h. The mixture was concentrated under reduced pressure and dichloromethane (10 mL) was added. The inorganic precipitate was filtered and the filtrate was concentrated under reduced pressure to give a viscous residue. This ...